This data is from the Open Reaction Database (ORD), a public repository of structured organic reaction records. The task is: describe an organic reaction: reactants, conditions, products, and yield Reactants: C(=C)C=1C=C2CCOC(C2=CC1)=O (6-Vinyl-3,4-dihydro-1H-isochromen-1-one), ClC=1C=C(C(=O)OO)C=CC1 (3-chloroperoxybenzoic acid). Run in ClCCl (dichloromethane). Reaction conditions: temperature 0 celsius, time 18 hour. The product is O1C(C1)C=1C=C2CCOC(C2=CC1)=O (6-(oxiran-2-yl)-3,4-dihydro-1H-isochromen-1-one). As a reaction SMILES: [CH:1]([C:3]1[CH:4]=[C:5]2[C:10](=[CH:11][CH:12]=1)[C:9](=[O:13])[O:8][CH2:7][CH2:6]2)=[CH2:2].ClC1C=C(C=CC=1)C(OO)=[O:19]>ClCCl>[O:19]1[CH2:2][CH:1]1[C:3]1[CH:4]=[C:5]2[C:10](=[CH:11][CH:12]=1)[C:9](=[O:13])[O:8][CH2:7][CH2:6]2. Procedure: 6-Vinyl-3,4-dihydro-1H-isochromen-1-one (36.0 g, 207 mmol, 1.0 eq) was added into a 500 mL round bottom flask and dissolved in dichloromethane (500 mL). The solution was cooled to 0° C., added portion wise 3-chloroperoxybenzoic acid (98.0 g, 413 mmol, 2.0 eq). The mixture was then purged with N2 and stirred at r.t. for 18 hr. To above solution was added water (100 mL). The crude product was extracted with dichloromethane. The organic phase was washed with brine (100 mL), dried over anhydrous Na2... Reactants: CN (methylamine), ice, BrCC1=CC(OC2=CC(=CC=C12)OC)=O (4-bromomethyl-7-methoxycoumarin), C([O-])([O-])=O.[K+].[K+] (potassium carbonate), ClCCl (dichloromethane), C([O-])([O-])=O.[K+].[K+] (potassium carbonate). The solvent is O1CCCC1 (tetrahydrofuran). Reaction conditions: time 2 day. The product is COC1=CC=C2C(=CC(OC2=C1)=O)CNC (7-Methoxy-4-(methylaminomethyl)coumarin). Reaction SMILES: [CH3:1][NH2:2].Br[CH2:4][C:5]1[C:14]2[C:9](=[CH:10][C:11]([O:15][CH3:16])=[CH:12][CH:13]=2)[O:8][C:7](=[O:17])[CH:6]=1.C(=O)([O-])[O-].[K+].[K+].ClCCl>O1CCCC1>[CH3:16][O:15][C:11]1[CH:10]=[C:9]2[C:14]([C:5]([CH2:4][NH:2][CH3:1])=[CH:6][C:7](=[O:17])[O:8]2)=[CH:13][CH:12]=1 |f:2.3.4|. Procedure details: A solution of methylamine in tetrahydrofuran (2M, 1.10 ml) was added to an ice-cooled mixture of 4-bromomethyl-7-methoxycoumarin (0.30 g), potassium carbonate (0.5 g) and dichloromethane (10 ml). The mixture was stirred at room temperature for 2 days then added to an aqueous solution of potassium carbonate. The organic phase was washed with water, dried (MgSO4) and evaporated. The residue was purified by chromatography on silica gel (eluent 10% methanol in dichloromethane), then crystallised fro... Yield: 816.6%. As a reaction SMILES: [CH2:1]([C@@H:8]1[CH2:12][O:11][C:10](=[O:13])[N:9]1[C:14](=[O:33])[C@H:15]([CH2:19][C:20]1[C:25]([Cl:26])=[CH:24][C:23]([C:27]([F:30])([F:29])[F:28])=[C:22]([F:31])[C:21]=1[F:32])[CH2:16][CH:17]=C)[C:2]1[CH:7]=[CH:6][CH:5]=[CH:4][CH:3]=1.CC([OH:38])(C)C.I([O-])(=O)(=O)=O.[Na+]>C1COCC1.O.O=[Os](=O)(=O)=O>[CH2:1]([C@@H:8]1[CH2:12][O:11][C:10](=[O:13])[N:9]1[C:14](=[O:33])[C@H:15]([CH2:19][C:20]1[C:25]([Cl:26])=[CH:24][C:23]([C:27]([F:30])([F:28])[F:29])=[C:22]([F:31])[C:21]=1[F:32])[CH2:16][CH:17]=[O:38])[C:2]1[CH:3]=[CH:4][CH:5]=[CH:6][CH:7]=1 |f:2.3|. Reactants: C(C1=CC=CC=C1)[C@H]1N(C(OC1)=O)C([C@@H](CC=C)CC1=C(C(=C(C=C1Cl)C(F)(F)F)F)F)=O ((R)-4-Benzyl-3-[(S)-2-(6-chloro-2,3-difluoro-4-trifluoromethyl-benzyl)-pent-4-enoyl]-oxazolidin-2-one), CC(C)(C)O (tBuOH), I(=O)(=O)(=O)[O-].[Na+] (sodium periodate). Solvent: C1CCOC1 (THF), O (water). The reagents and catalysts are O=[Os](=O)(=O)=O (OsO4). The product is C(C1=CC=CC=C1)[C@H]1N(C(OC1)=O)C([C@@H](CC=O)CC1=C(C(=C(C=C1Cl)C(F)(F)F)F)F)=O ((R)-4-((R)-4-Benzyl-2-oxo-oxazolidin-3-yl)-3-(6-chloro-2,3-difluoro-4-trifluoromethyl-benzyl)-4-oxo-butyraldehyde). Reported procedure: Treat a solution of (R)-4-Benzyl-3-[(S)-2-(6-chloro-2,3-difluoro-4-trifluoromethyl-benzyl)-pent-4-enoyl]-oxazolidin-2-one (Preparation 45) (0.72 g, 1.5 mmol) in THF (9 mL) and water (3 mL) with 2.5% OsO4 in tBuOH (1.5 g, 0.15 mmol). Then, add sodium periodate (0.96 g, 4.5 mmol) to the solution and stir the reaction for 4 hr at room temperature. Quench the reaction with water and extract with EtOAc. Wash the organic with 1N sodium thiosulfate and brine. Separate the organic, dry over MgSO4, filte...